From a dataset of the Open Reaction Database (ORD), a public repository of structured organic reaction records. describe an organic reaction: reactants, conditions, products, and yield The reactants are CC(C)(C)N(CCNC(=S)c1ccc(C(c2cc(F)ccc2F)S(=O)(=O)c2ccc(Cl)cc2)nc1)C(=O)[O-], CCO, Cl. The product is NCCNC(=S)c1ccc(C(c2cc(F)ccc2F)S(=O)(=O)c2ccc(Cl)cc2)nc1. As a reaction SMILES: [C:1]([N:5]([C:2](=[O:3])[O-:4])[CH2:9][CH2:10][NH:11][C:12](=[S:13])[c:14]1[cH:15][n:16][c:17]([CH:20]([c:21]2[c:22]([F:28])[cH:23][cH:24][c:25]([F:27])[cH:26]2)[S:29](=[O:30])(=[O:31])[c:32]2[cH:33][cH:34][c:35]([Cl:38])[cH:36][cH:37]2)[cH:18][cH:19]1)([CH3:6])([CH3:7])[CH3:8].[CH3:40][CH2:41][OH:42].[ClH:39]>>[NH2:5][CH2:9][CH2:10][NH:11][C:12](=[S:13])[c:14]1[cH:15][n:16][c:17]([CH:20]([c:21]2[c:22]([F:28])[cH:23][cH:24][c:25]([F:27])[cH:26]2)[S:29](=[O:30])(=[O:31])[c:32]2[cH:33][cH:34][c:35]([Cl:38])[cH:36][cH:37]2)[cH:18][cH:19]1. Reactants: COC=1C=C2C=CC(=NC2=CC1)C1=CC(=C(C=C1)N(C(OC(C)(C)C)=O)C)[N+](=O)[O-] (tert-Butyl 4-(6-methoxyquinolin-2-yl)-2-nitrophenyl(methyl)carbamate), CC(C)(C)OC(=O)OC(=O)OC(C)(C)C (Boc anhydride). The reagents and catalysts are CN(C)C=1C=CN=CC1 (DMAP). The solvent is C1CCOC1 (THF). Reaction conditions: temperature 100 celsius. Yields the product COC=1C=C2C=CC(=NC2=CC1)C1=CC(=C(C=C1)N(C=O)C)[N+](=O)[O-] (N-(4-(6-Methoxyquinolin-2-yl)-2-nitrophenyl)-N-methylformamide). The yield is 100.0%. RXN SMILES: [CH3:1][O:2][C:3]1[CH:4]=[C:5]2[C:10](=[CH:11][CH:12]=1)[N:9]=[C:8]([C:13]1[CH:18]=[CH:17][C:16]([N:19]([CH3:27])[C:20](=O)[O:21]C(C)(C)C)=[C:15]([N+:28]([O-:30])=[O:29])[CH:14]=1)[CH:7]=[CH:6]2.CC(OC(OC(OC(C)(C)C)=O)=O)(C)C>C1COCC1.CN(C1C=CN=CC=1)C>[CH3:1][O:2][C:3]1[CH:4]=[C:5]2[C:10](=[CH:11][CH:12]=1)[N:9]=[C:8]([C:13]1[CH:18]=[CH:17][C:16]([N:19]([CH3:27])[CH:20]=[O:21])=[C:15]([N+:28]([O-:30])=[O:29])[CH:14]=1)[CH:7]=[CH:6]2. Procedure: tert-Butyl 4-(6-methoxyquinolin-2-yl)-2-nitrophenyl(methyl)carbamate AS-5332-46: To a solution AS-5332-42 (0.030 g, 0.186 mmol) in THF (3.0 mL) was added Boc anhydride (0.063 g, 0.0.291 mmol) and DMAP (0.012 g, 0.097 mmol). The resulting reaction mixture was heated at 100° C. for 30 min. The volatiles were removed in vacuo and residue was purified on a Combiflash purification system (silica gel, 0-7% EtOAc:DCM) to afford AS-5332-43 as a off white solid (0.040 g, 100%). 1H-NMR (400 MHz, CDCl3) δ:... Procedure: In an addition step 220, a suitable source of calcium 224 is added to the citrate solution to form an organic calcium citrate solution 226. Typically this step is performed in a standard well known in the art mixed vessel. This step 220 typically takes up to 30 minutes while mixed. In this step 110, the vessel is typically cooled to a set temperature ranging below 25° C. Cooling jackets known in the art, may be employed on a large scale, or the vessel may be at least partially immersed in a wate... The reactants are [Ca] (calcium), C(CC(O)(C(=O)[O-])CC(=O)[O-])(=O)[O-] (citrate). The product is C(CC(O)(C(=O)[O-])CC(=O)[O-])(=O)[O-].[Ca+2].C(CC(O)(C(=O)[O-])CC(=O)[O-])(=O)[O-].[Ca+2].[Ca+2] (calcium citrate). Reaction SMILES: [Ca:1].[C:2]([O-:14])(=[O:13])[CH2:3][C:4]([CH2:9][C:10]([O-:12])=[O:11])([C:6]([O-:8])=[O:7])[OH:5]>>[C:2]([O-:14])(=[O:13])[CH2:3][C:4]([CH2:9][C:10]([O-:12])=[O:11])([C:6]([O-:8])=[O:7])[OH:5].[Ca+2:1].[C:2]([O-:14])(=[O:13])[CH2:3][C:4]([CH2:9][C:10]([O-:12])=[O:11])([C:6]([O-:8])=[O:7])[OH:5].[Ca+2:1].[Ca+2:1] |f:2.3.4.5.6|. Isolated yield 87.5%. Procedure details: A mixture of methanesulfonic acid 2-(3-isopropyl-2-oxo-2,3-dihydro-benzoimidazol-1-ylmethyl)-1-(3-methyl-butyl)-1H-benzoimidazol-5-ylmethyl ester (16 mg, 0.033 mmol) and KCN (21 mg, 0.33 mmol) in DMF was stirred for 24 h at ambient temperature. The solvent was evaporated and the residue was purified by prep-HPLC (gradient 10%-100% B) to give 12 mg (88%) of [2-(3-isopropyl-2-oxo-2,3-dihydro-benzoimidazol-1-ylmethyl)-1-(3-methyl-butyl)-1H-benzoimidazol-5-yl]-acetonitrile as a colorless gum. Run in CN(C)C=O (DMF). Reaction conditions: time 24 hour. As a reaction SMILES: [CH:1]([N:4]1[C:8]2[CH:9]=[CH:10][CH:11]=[CH:12][C:7]=2[N:6]([CH2:13][C:14]2[N:18]([CH2:19][CH2:20][CH:21]([CH3:23])[CH3:22])[C:17]3[CH:24]=[CH:25][C:26]([CH2:28]OS(C)(=O)=O)=[CH:27][C:16]=3[N:15]=2)[C:5]1=[O:34])([CH3:3])[CH3:2].[C-:35]#[N:36].[K+]>CN(C=O)C>[CH:1]([N:4]1[C:8]2[CH:9]=[CH:10][CH:11]=[CH:12][C:7]=2[N:6]([CH2:13][C:14]2[N:18]([CH2:19][CH2:20][CH:21]([CH3:23])[CH3:22])[C:17]3[CH:24]=[CH:25][C:26]([CH2:28][C:35]#[N:36])=[CH:27][C:16]=3[N:15]=2)[C:5]1=[O:34])([CH3:2])[CH3:3] |f:1.2|. Reactants: C(C)(C)N1C(N(C2=C1C=CC=C2)CC2=NC1=C(N2CCC(C)C)C=CC(=C1)COS(=O)(=O)C)=O (methanesulfonic acid 2-(3-isopropyl-2-oxo-2,3-dihydro-benzoimidazol-1-ylmethyl)-1-(3-methyl-butyl)-1H-benzoimidazol-5-ylmethyl ester), [C-]#N.[K+] (KCN). Product: C(C)(C)N1C(N(C2=C1C=CC=C2)CC2=NC1=C(N2CCC(C)C)C=CC(=C1)CC#N)=O ([2-(3-isopropyl-2-oxo-2,3-dihydro-benzoimidazol-1-ylmethyl)-1-(3-methyl-butyl)-1H-benzoimidazol-5-yl]-acetonitrile). The reactants are Br, COC(=O)N1CCC(c2cc(=O)[nH]o2)CC1Cc1ccc(F)cc1. Product: O=c1cc(C2CCNC(Cc3ccc(F)cc3)C2)o[nH]1. As a reaction SMILES: [BrH:25].[F:1][c:2]1[cH:3][cH:4][c:5]([CH2:6][CH:7]2[N:8]([C:19]([O:20][CH3:21])=[O:22])[CH2:9][CH2:10][CH:11]([c:13]3[cH:14][c:15](=[O:18])[nH:16][o:17]3)[CH2:12]2)[cH:23][cH:24]1>>[F:1][c:2]1[cH:3][cH:4][c:5]([CH2:6][CH:7]2[NH:8][CH2:9][CH2:10][CH:11]([c:13]3[cH:14][c:15](=[O:18])[nH:16][o:17]3)[CH2:12]2)[cH:23][cH:24]1.